describe an organic reaction: reactants, conditions, products, and yield From a dataset of the Open Reaction Database (ORD), a public repository of structured organic reaction records. Starting materials: N1=CC=CC=C1 (pyridine), S1C(SCC1)C[C@@H]1[C@@H](CCCC1)CO (rac-cis-2-(1,3-dithiolan-2-yl methyl)cyclohexanemethanol), C(C)(=O)Cl (acetyl chloride). The solvent is ClCCl (dichloromethane). Run at time 15 minute. Yields the product C(C)(=O)OC[C@H]1[C@H](CCCC1)CC1SCCS1 (Racemic cis-2-(1,3-Dithiolan-2-yl methyl)cyclohexanemethanol acetate). RXN SMILES: N1C=CC=CC=1.[S:7]1[CH2:11][CH2:10][S:9][CH:8]1[CH2:12][C@H:13]1[CH2:18][CH2:17][CH2:16][CH2:15][C@H:14]1[CH2:19][OH:20].[C:21](Cl)(=[O:23])[CH3:22]>ClCCl>[C:21]([O:20][CH2:19][C@@H:14]1[CH2:15][CH2:16][CH2:17][CH2:18][C@@H:13]1[CH2:12][CH:8]1[S:9][CH2:10][CH2:11][S:7]1)(=[O:23])[CH3:22]. Procedure: At 0° C., 290 μL (3.5 mmol) of pyridine was added to 0.740 g (3.18 mmol) of rac-cis-2-(1,3-dithiolan-2-yl methyl)cyclohexanemethanol in 5 mL of dichloromethane, followed by dropwise addition of 235 μL (3.5 mmol) of acetyl chloride. After 15 min at 0° C. and 30 min at 20° C., the reaction mixture was partitioned between water and dichloromethane and the organic solution washed with 1.0N HCl and with 5% KHCO3 solutions, dried (MgSO4) and concentrated under vacuum to 865 mg (98%) of racemic cis-2-(... Starting materials: BrC=1C=C(C(=O)NC2=CC=C(C=C2)N2CCOCC2)C=CC1OC (3-Bromo-4-methoxy-N-(4-morpholin-4-yl-phenyl)-benzamide), C(C)OC(=O)C1=CC=C(C=C1)B(O)O (4-(ethoxycarbonyl)-phenyl boronic acid), COCCOC (DME), C([O-])([O-])=O.[Cs+].[Cs+] (cesium carbonate), tetrakis(triphenylphosphine)palladium0. Solvent: O (water). The product is COC1=C(C=C(C=C1)C(NC1=CC=C(C=C1)N1CCOCC1)=O)C1=CC=C(C=C1)C(=O)O (2′-Methoxy-5′-(4-morpholin-4-yl-phenylcarbamoyl)-biphenyl-4-carboxylic acid). Reaction SMILES: Br[C:2]1[CH:3]=[C:4]([CH:20]=[CH:21][C:22]=1[O:23][CH3:24])[C:5]([NH:7][C:8]1[CH:13]=[CH:12][C:11]([N:14]2[CH2:19][CH2:18][O:17][CH2:16][CH2:15]2)=[CH:10][CH:9]=1)=[O:6].C([O:27][C:28]([C:30]1[CH:35]=[CH:34][C:33](B(O)O)=[CH:32][CH:31]=1)=[O:29])C.COCCOC.C(=O)([O-])[O-].[Cs+].[Cs+]>O>[CH3:24][O:23][C:22]1[CH:21]=[CH:20][C:4]([C:5](=[O:6])[NH:7][C:8]2[CH:13]=[CH:12][C:11]([N:14]3[CH2:19][CH2:18][O:17][CH2:16][CH2:15]3)=[CH:10][CH:9]=2)=[CH:3][C:2]=1[C:33]1[CH:34]=[CH:35][C:30]([C:28]([OH:29])=[O:27])=[CH:31][CH:32]=1 |f:3.4.5|. Procedure details: A mixture of 3-Bromo-4-methoxy-N-(4-morpholin-4-yl-phenyl)-benzamide (788 mg) and 4-(ethoxycarbonyl)-phenyl boronic acid (564 mg) in 2:1 DME:water (15 ml) containing cesium carbonate (1.31 g) and tetrakis(triphenylphosphine)palladium0 (232 mg) was heated to reflux for 18 h. Reactants: FC1=CC(=C(C=C1)C(=O)N1CC=2N(CC3=C1C=CC=C3)C=CC2)C(F)(F)F ((4-fluoro-2-trifluoromethyl-phenyl)-(5H,11H-pyrrolo[2,1-c][1,4]benzodiazepin-10-yl)-methanone), [H-].[Na+] (sodium hydride), C1(CC1)C1=NNC=C1 (3-cyclopropylpyrazole). Solvent: oil, CN(C=O)C (dimethylformamide). Yields the product C1(CC1)C1=NN(C=C1)C1=CC(=C(C=C1)C(=O)N1CC=2N(CC3=C1C=CC=C3)C=CC2)C(F)(F)F ([4-(3-Cyclopropyl-pyrazol-1-yl)-2-trifluoromethy-phenyl]-(5H,11H-pyrrolo[2,1-c][1,4]benzodiazepin-10-yl)-methanone). The yield is 69.5%. RXN SMILES: F[C:2]1[CH:7]=[CH:6][C:5]([C:8]([N:10]2[C:16]3[CH:17]=[CH:18][CH:19]=[CH:20][C:15]=3[CH2:14][N:13]3[CH:21]=[CH:22][CH:23]=[C:12]3[CH2:11]2)=[O:9])=[C:4]([C:24]([F:27])([F:26])[F:25])[CH:3]=1.[H-].[Na+].[CH:30]1([C:33]2[CH:37]=[CH:36][NH:35][N:34]=2)[CH2:32][CH2:31]1>CN(C)C=O>[CH:30]1([C:33]2[CH:37]=[CH:36][N:35]([C:2]3[CH:7]=[CH:6][C:5]([C:8]([N:10]4[C:16]5[CH:17]=[CH:18][CH:19]=[CH:20][C:15]=5[CH2:14][N:13]5[CH:21]=[CH:22][CH:23]=[C:12]5[CH2:11]4)=[O:9])=[C:4]([C:24]([F:25])([F:26])[F:27])[CH:3]=3)[N:34]=2)[CH2:32][CH2:31]1 |f:1.2|. Procedure details: In the manner of Example 2, employing (4-fluoro-2-trifluoromethyl-phenyl)-(5H,11H-pyrrolo[2,1-c][1,4]benzodiazepin-10-yl)-methanone (1.42 g), 60% sodium hydride in oil (0.20 g), 3-cyclopropylpyrazole (0.43 g) and dimethylformamide (50 ml), the product (1.22 g) was obtained as a crystalline solid, m.p. 163-164° C.